Dataset: the Open Reaction Database (ORD), a public repository of structured organic reaction records. Task: describe an organic reaction: reactants, conditions, products, and yield The reactants are O=C([O-])O, ClCCl, CO, C1=CC2CC3OC1CC2O3, [K+], N#Cc1ccccc1, OO. Yields the product NC(=O)c1ccccc1. As a reaction SMILES: [C:11](=[O:12])([OH:13])[O-:14].[CH2:28]([Cl:29])[Cl:30].[CH3:26][OH:27].[CH:1]12[O:2][CH:3]3[CH2:4][CH:5]([CH:6]([CH:7]=[CH:8]3)[CH2:10]1)[O:9]2.[K+:15].[N:16]#[C:17][c:18]1[cH:19][cH:20][cH:21][cH:22][cH:23]1.[OH:24][OH:25]>>[O:9]=[C:17]([NH2:16])[c:18]1[cH:19][cH:20][cH:21][cH:22][cH:23]1.